From a dataset of the Open Reaction Database (ORD), a public repository of structured organic reaction records. describe an organic reaction: reactants, conditions, products, and yield The reactants are OC=1C(=NC(=NC1O)CC1(CCCC1)C1=CC=CC=C1)C(=O)OC (methyl 5,6-dihydroxy-2-((1-phenylcyclopentyl)methyl)pyrimidine-4-carboxylate), CO (MeOH), N (ammonia). The product is OC1=C(N=C(NC1=O)CC1(CCCC1)C1=CC=CC=C1)C(=O)N (5-hydroxy-6-oxo-2-(1-phenyl-cyclopentylmethyl)-1,6-dihydro-pyrimidine-4-carboxylic acid amide). The yield is 49.0%. RXN SMILES: [OH:1][C:2]1[C:3]([C:21]([O:23]C)=O)=[N:4][C:5]([CH2:9][C:10]2([C:15]3[CH:20]=[CH:19][CH:18]=[CH:17][CH:16]=3)[CH2:14][CH2:13][CH2:12][CH2:11]2)=[N:6][C:7]=1[OH:8].CO.[NH3:27]>>[OH:1][C:2]1[C:7](=[O:8])[NH:6][C:5]([CH2:9][C:10]2([C:15]3[CH:16]=[CH:17][CH:18]=[CH:19][CH:20]=3)[CH2:11][CH2:12][CH2:13][CH2:14]2)=[N:4][C:3]=1[C:21]([NH2:27])=[O:23]. Procedure details: A solution of methyl 5,6-dihydroxy-2-((1-phenylcyclopentyl)methyl)pyrimidine-4-carboxylate (0.020 g, 60.9 μmol) in ammonia in MeOH (435 μl, 3.05 mmol) was heated at 100° C. for 20 min. The cooled solution was evaporated to dryness. The residue was diluted with MeOH and heated in the presence of Amberlyst resin (H+) until in solution. The material was filtered to remove the resin and evaporated to dryness. Trituration with MeOH followed by washing with Et2O provided the desired product as a white... The reactants are C(C)O (ethanol), C(#N)C(CCC1=CC=CC=C1)O (α-Cyano-3-phenylpropyl alcohol), C1=CC=CC=C1 (benzene), 1-hydroxy-4-phenyl butyric acid. The solvent is Cl (hydrochloric acid). Product: C(#N)[C@H](CCC1=CC=CC=C1)O ((S)-(-)-1-cyano-3-phenylpropyl alcohol). RXN SMILES: [C:1]([CH:3]([OH:12])[CH2:4][CH2:5][C:6]1[CH:11]=[CH:10][CH:9]=[CH:8][CH:7]=1)#[N:2].C1C=CC=CC=1.C(O)C>Cl>[C:1]([C@@H:3]([OH:12])[CH2:4][CH2:5][C:6]1[CH:11]=[CH:10][CH:9]=[CH:8][CH:7]=1)#[N:2]. Procedure details: α-Cyano-3-phenylpropyl alcohol wad hydrolyzed in concentrated hydrochloric acid (0.5 ml) at room temperature for 3 days with stirring to convert it to 1-hydroxy-4-phenyl butyric acid which was isolated by crystallization from benzene. [α]D20 =7.02° (ethanol, c=0.968).